Dataset: the Open Reaction Database (ORD), a public repository of structured organic reaction records. Task: describe an organic reaction: reactants, conditions, products, and yield The reactants are C(C)(C)(C)C1=C(C=C(C=C1)CCC(CC1CCCCC1)O)NC(CC1C2=CC=CC=C2OC=2C=CC=CC12)=O (N-[2-t-Butyl-5-(4-cyclohexyl-3-hydroxybutyl)phenyl]-2-(9H-xanthen-9-yl)acetamide), Cl.N1(C=NC=C1)CC(=O)O (2-(1-imidazolyl)acetic acid hydrochloride), C1(CCCCC1)N=C=NC1CCCCC1 (dicyclohexyl-carbodiimide), N1=CC=CC=C1 (pyridine). The reagents and catalysts are CN(C)C1=CC=NC=C1 (4-(N,N-dimethylamino)pyridine). Solvent: C(Cl)Cl (methylene chloride). Reaction conditions: time 3 day. The product is C(C)(C)(C)C1=C(C=C(C=C1)CCC(CC1CCCCC1)OC(CN1C=NC=C1)=O)NC(CC1C2=CC=CC=C2OC=2C=CC=CC12)=O (N-(2-t-Butyl-5-{3-[2-(1-imidazolyl)acetoxy]-4-cyclohexylbutyl}phenyl)-2-(9H-xanthen-9-yl)acetamide). RXN SMILES: [C:1]([C:5]1[CH:10]=[CH:9][C:8]([CH2:11][CH2:12][CH:13]([OH:21])[CH2:14][CH:15]2[CH2:20][CH2:19][CH2:18][CH2:17][CH2:16]2)=[CH:7][C:6]=1[NH:22][C:23](=[O:39])[CH2:24][CH:25]1[C:38]2[CH:37]=[CH:36][CH:35]=[CH:34][C:33]=2[O:32][C:31]2[C:26]1=[CH:27][CH:28]=[CH:29][CH:30]=2)([CH3:4])([CH3:3])[CH3:2].C1(N=C=NC2CCCCC2)CCCCC1.N1C=CC=CC=1.Cl.[N:62]1([CH2:67][C:68](O)=[O:69])[CH:66]=[CH:65][N:64]=[CH:63]1>CN(C1C=CN=CC=1)C.C(Cl)Cl>[C:1]([C:5]1[CH:10]=[CH:9][C:8]([CH2:11][CH2:12][CH:13]([O:21][C:68](=[O:69])[CH2:67][N:62]2[CH:66]=[CH:65][N:64]=[CH:63]2)[CH2:14][CH:15]2[CH2:16][CH2:17][CH2:18][CH2:19][CH2:20]2)=[CH:7][C:6]=1[NH:22][C:23](=[O:39])[CH2:24][CH:25]1[C:26]2[CH:27]=[CH:28][CH:29]=[CH:30][C:31]=2[O:32][C:33]2[C:38]1=[CH:37][CH:36]=[CH:35][CH:34]=2)([CH3:4])([CH3:2])[CH3:3] |f:3.4|. Procedure details: A suspension comprising 422 mg (0.80 mmol) of N-[2-t-butyl-5-(4-cyclohexyl-3-hydroxybutyl)phenyl]-2-(9H-xanthen-9-yl)acetamide (prepared as described in Example 12), 311 mg (1.51 mmol) of dicyclohexyl-carbodiimide, 142 μl (1.76 mmol) of pyridine, 20 mg (0.16 mmol) of 4-(N,N-dimethylamino)pyridine and 156 mg (0.96 mmol) of 2-(1-imidazolyl)acetic acid hydrochloride in 10 ml of methylene chloride was stirred for 3 days. At the end of this time, insoluble materials were filtered off, and the filtrat... Reactants: CO, COc1cccc(Cc2ccc(-c3cnn(C(N)=O)c3N)cc2)c1, [Na+], [OH-]. Product: COc1cccc(Cc2ccc(-c3c[nH]nc3N)cc2)c1. Reaction SMILES: [CH3:27][OH:28].[NH2:1][c:2]1[n:3]([C:22](=[O:23])[NH2:24])[n:4][cH:5][c:6]1-[c:7]1[cH:8][cH:9][c:10]([CH2:13][c:14]2[cH:15][c:16]([O:20][CH3:21])[cH:17][cH:18][cH:19]2)[cH:11][cH:12]1.[Na+:26].[OH-:25]>>[NH2:1][c:2]1[n:3][nH:4][cH:5][c:6]1-[c:7]1[cH:8][cH:9][c:10]([CH2:13][c:14]2[cH:15][c:16]([O:20][CH3:21])[cH:17][cH:18][cH:19]2)[cH:11][cH:12]1. Starting materials: [I-].[Na+] (sodium iodide), C1(=CC=CC=C1)P(C1=CC=CC=C1)C1=CC=CC=C1 (triphenylphosphine), ClCCCN1CCN(CC1)C1=NC(=NC(=C1)C(C)(C)C)C(C)(C)C (1-chloro-3-[4-(2,6-di-t-butylpyrimidin-4-yl)piperazin-1-yl]propane). Run in CC(=O)C (acetone). Yields the product [Cl-].C(C)(C)(C)C1=NC(=CC(=N1)N1CCN(CC1)CCC[P+](C1=CC=CC=C1)(C1=CC=CC=C1)C1=CC=CC=C1)C(C)(C)C (3-[4-(2,6-Di-t-butylpyrimidin-4-yl)piperazin-1-yl]propyl-triphenylphosphonium chloride). RXN SMILES: [Cl:1][CH2:2][CH2:3][CH2:4][N:5]1[CH2:10][CH2:9][N:8]([C:11]2[CH:16]=[C:15]([C:17]([CH3:20])([CH3:19])[CH3:18])[N:14]=[C:13]([C:21]([CH3:24])([CH3:23])[CH3:22])[N:12]=2)[CH2:7][CH2:6]1.[I-].[Na+].[C:27]1([P:33]([C:40]2[CH:45]=[CH:44][CH:43]=[CH:42][CH:41]=2)[C:34]2[CH:39]=[CH:38][CH:37]=[CH:36][CH:35]=2)[CH:32]=[CH:31][CH:30]=[CH:29][CH:28]=1>CC(C)=O>[Cl-:1].[C:21]([C:13]1[N:12]=[C:11]([N:8]2[CH2:9][CH2:10][N:5]([CH2:4][CH2:3][CH2:2][P+:33]([C:34]3[CH:35]=[CH:36][CH:37]=[CH:38][CH:39]=3)([C:40]3[CH:45]=[CH:44][CH:43]=[CH:42][CH:41]=3)[C:27]3[CH:28]=[CH:29][CH:30]=[CH:31][CH:32]=3)[CH2:6][CH2:7]2)[CH:16]=[C:15]([C:17]([CH3:20])([CH3:19])[CH3:18])[N:14]=1)([CH3:24])([CH3:23])[CH3:22] |f:1.2,5.6|. Procedure details: 3.52 g (10 mmol) of 1-chloro-3-[4-(2,6-di-t-butylpyrimidin-4-yl)piperazin-1-yl]propane (prepared by a method similar to Example 1, A.3) were dissolved, together with 1.8 g of sodium iodide (12 mmol) and 3.41 g (13 mmol) of triphenylphosphine in 75 ml of acetone and the solution was refluxed for 24 h. The reactants are CCOC(=O)C=Cc1c(COC)nc2c(cnn2CC)c1-c1cncc(C)c1, CCO, Cl, [Na+], [OH-]. The product is CCn1ncc2c(-c3cncc(C)c3)c(C=CC(=O)O)c(COC)nc21. As a reaction SMILES: [CH2:1]([CH3:2])[n:3]1[n:4][cH:5][c:6]2[c:7]1[n:8][c:9]([CH2:26][O:27][CH3:28])[c:10]([CH:19]=[CH:20][C:21](=[O:22])[O:23][CH2:24][CH3:25])[c:11]2-[c:12]1[cH:13][n:14][cH:15][c:16]([CH3:18])[cH:17]1.[CH3:32][CH2:33][OH:34].[ClH:31].[Na+:30].[OH-:29]>>[CH2:1]([CH3:2])[n:3]1[n:4][cH:5][c:6]2[c:7]1[n:8][c:9]([CH2:26][O:27][CH3:28])[c:10]([CH:19]=[CH:20][C:21](=[O:22])[OH:23])[c:11]2-[c:12]1[cH:13][n:14][cH:15][c:16]([CH3:18])[cH:17]1.